Task: describe an organic reaction: reactants, conditions, products, and yield. Dataset: the Open Reaction Database (ORD), a public repository of structured organic reaction records The reactants are OC(CCCCCCCCCCCCCCCCC)OC=1C=C(C=C(C1OCCCCCCCCCCCCCCCCCC)OCCCCCCCCCCCCCCCCCC)[N+](=O)[O-] (3-(1′-hydroxyoctadecyloxy)-4,5-dioctadecyloxy nitrobenzene), C(=O)(C=C)Cl (acryl chloride). Run in N1=CC=CC=C1 (pyridine). Conditions: time 1 hour. Product: C(C=C)(=O)OC(CCCCCCCCCCCCCCCCC)OC=1C=C(C=C(C1OCCCCCCCCCCCCCCCCCC)OCCCCCCCCCCCCCCCCCC)[N+](=O)[O-] (3-(1′-acryloyloxyoctadecyloxy)-4,5-dioctadecyloxy nitrobenzene). Isolated yield 92.2%. As a reaction SMILES: [OH:1][CH:2]([O:20][C:21]1[CH:22]=[C:23]([N+:65]([O-:67])=[O:66])[CH:24]=[C:25]([O:46][CH2:47][CH2:48][CH2:49][CH2:50][CH2:51][CH2:52][CH2:53][CH2:54][CH2:55][CH2:56][CH2:57][CH2:58][CH2:59][CH2:60][CH2:61][CH2:62][CH2:63][CH3:64])[C:26]=1[O:27][CH2:28][CH2:29][CH2:30][CH2:31][CH2:32][CH2:33][CH2:34][CH2:35][CH2:36][CH2:37][CH2:38][CH2:39][CH2:40][CH2:41][CH2:42][CH2:43][CH2:44][CH3:45])[CH2:3][CH2:4][CH2:5][CH2:6][CH2:7][CH2:8][CH2:9][CH2:10][CH2:11][CH2:12][CH2:13][CH2:14][CH2:15][CH2:16][CH2:17][CH2:18][CH3:19].[C:68](Cl)([CH:70]=[CH2:71])=[O:69]>N1C=CC=CC=1>[C:68]([O:1][CH:2]([O:20][C:21]1[CH:22]=[C:23]([N+:65]([O-:67])=[O:66])[CH:24]=[C:25]([O:46][CH2:47][CH2:48][CH2:49][CH2:50][CH2:51][CH2:52][CH2:53][CH2:54][CH2:55][CH2:56][CH2:57][CH2:58][CH2:59][CH2:60][CH2:61][CH2:62][CH2:63][CH3:64])[C:26]=1[O:27][CH2:28][CH2:29][CH2:30][CH2:31][CH2:32][CH2:33][CH2:34][CH2:35][CH2:36][CH2:37][CH2:38][CH2:39][CH2:40][CH2:41][CH2:42][CH2:43][CH2:44][CH3:45])[CH2:3][CH2:4][CH2:5][CH2:6][CH2:7][CH2:8][CH2:9][CH2:10][CH2:11][CH2:12][CH2:13][CH2:14][CH2:15][CH2:16][CH2:17][CH2:18][CH3:19])(=[O:69])[CH:70]=[CH2:71]. Reported procedure: Subsequently, into pyridine controlled at 0° C., dissolved was 4.0 g of 3-(1′-hydroxyoctadecyloxy)-4,5-dioctadecyloxy nitrobenzene and added 0.50 g of acryl chloride for 30 minutes, followed by stirring 1 hour at room temperature. After finishing the reaction, resulting solution was purified via silica gel chromatography (mix solvent of hexane and ethyl acetate) to obtain 3.9 g of 3-(1′-acryloyloxyoctadecyloxy)-4,5-dioctadecyloxy nitrobenzene (yield: 92%). The reactants are N1(CCNCC1)C=1C=CC=2N(N1)C(=NN2)C(F)(F)F (6-(piperazin-1-yl)-3-(trifluoromethyl)-[1,2,4]triazolo[4,3-b]pyridazine), FC1=CC=C(C=O)C=C1 (4-fluorobenzaldehyde). Yields the product FC1=CC=C(C=C1)CN1CCN(CC1)C=1C=CC=2N(N1)C(=NN2)C(F)(F)F (6-[4-[(4-fluorophenyl)methyl]piperazin-1-yl]-3-(trifluoromethyl)-[1,2,4]triazolo[4,3-b]pyridazine). As a reaction SMILES: [N:1]1([C:7]2[CH:8]=[CH:9][C:10]3[N:11]([C:13]([C:16]([F:19])([F:18])[F:17])=[N:14][N:15]=3)[N:12]=2)[CH2:6][CH2:5][NH:4][CH2:3][CH2:2]1.[F:20][C:21]1[CH:28]=[CH:27][C:24]([CH:25]=O)=[CH:23][CH:22]=1>>[F:20][C:21]1[CH:28]=[CH:27][C:24]([CH2:25][N:4]2[CH2:3][CH2:2][N:1]([C:7]3[CH:8]=[CH:9][C:10]4[N:11]([C:13]([C:16]([F:17])([F:18])[F:19])=[N:14][N:15]=4)[N:12]=3)[CH2:6][CH2:5]2)=[CH:23][CH:22]=1. Reported procedure: Reductive amination of 6-(piperazin-1-yl)-3-(trifluoromethyl)-[1,2,4]triazolo[4,3-b]pyridazine with 4-fluorobenzaldehyde was carried out according to General Synthetic Method 5. The crude product was purified by hplc using a Waters XBridge Prep C18 OBD column, 5μ silica, 19 mm diameter, 100 mm length eluted with decreasingly polar mixtures of water (containing 1% aqueous ammonia) and acetonitrile as eluents to give 6-[4-[(4-fluorophenyl)methyl]piperazin-1-yl]-3-(trifluoromethyl)-[1,2,4]triazolo[... The reactants are CC(C)(C)N(C([O-])=O)CC(CC1=CC=CC=C1)N(C(=O)C=1SC=C(C1)C1=CC=NN1C)O (1,1-Dimethylethyl[2-(hydroxy{[4-(1-methyl-1H-pyrazol-5-yl)-2-thienyl]carbonyl}amino)-3-phenylpropyl]carbamate), C(=O)(C(F)(F)F)O (TFA). Solvent: C(Cl)Cl (DCM). Conditions: time 1 hour. Yields the product C(=O)(C(F)(F)F)O (TFA), NCC(CC1=CC=CC=C1)N(C(=O)C=1SC=C(C1)C1=CC=NN1C)O (N-[2-amino-1-(phenylmethyl)ethyl]-N-hydroxy-4-(1-methyl-1H-pyrazol-5-yl)-2-thiophenecarboxamide). The yield is 64.8%. RXN SMILES: CC([N:5]([CH2:9][CH:10]([N:18]([OH:32])[C:19]([C:21]1[S:22][CH:23]=[C:24]([C:26]2[N:30]([CH3:31])[N:29]=[CH:28][CH:27]=2)[CH:25]=1)=[O:20])[CH2:11][C:12]1[CH:17]=[CH:16][CH:15]=[CH:14][CH:13]=1)C(=O)[O-])(C)C.[C:33]([OH:39])([C:35]([F:38])([F:37])[F:36])=[O:34]>C(Cl)Cl>[C:33]([OH:39])([C:35]([F:38])([F:37])[F:36])=[O:34].[NH2:5][CH2:9][CH:10]([N:18]([OH:32])[C:19]([C:21]1[S:22][CH:23]=[C:24]([C:26]2[N:30]([CH3:31])[N:29]=[CH:28][CH:27]=2)[CH:25]=1)=[O:20])[CH2:11][C:12]1[CH:13]=[CH:14][CH:15]=[CH:16][CH:17]=1. Reported procedure: 1,1-Dimethylethyl[2-(hydroxy{[4-(1-methyl-1H-pyrazol-5-yl)-2-thienyl]carbonyl}amino)-3-phenylpropyl]carbamate (84 mg, 0.19 mmol) was dissolved in DCM (2 mL) and treated with TFA (1 mL). The reaction was stirred over 1 h, and concentrated, and purified by reverse-phase HPLC (C18 column: H2O/CH3CN, 40-10%), and concentrated to afford the bis-TFA salt of the title compound (51.2 mg, 64.8%). LC-MS (ES) m/z 357 (M+H)+, 1H NMR (d4-MeOD, 400 MHz) δ ppm 8.03 (s, 1H), 7.94 (d, J=1.8 Hz, 1H), 7.52 (d, J=1... Starting materials: RuClCp, [OH-].[K+] (KOH), N1=C(C=CC=C1)C1=NC=CC=C1 (2,2′-bipyridyl), C(C1=CC=CC=C1)=CC(C)=O (benzalacetone), [H][H] (Hydrogen). Solvent: CC(C)O (2-propanol). Run at time 3 hour. Yields the product C1(=CC=CC=C1)CCC(C)=O (4-phenyl-2-butanone), C1(=CC=CC=C1)CCC(C)O (4-phenyl-2-butanol). The yield is 80.2%. RXN SMILES: [OH-].[K+].N1C=CC=CC=1C1C=CC=CN=1.[CH:15](=[CH:22][C:23](=[O:25])[CH3:24])[C:16]1[CH:21]=[CH:20][CH:19]=[CH:18][CH:17]=1.[H][H]>CC(O)C>[C:16]1([CH2:15][CH2:22][C:23](=[O:25])[CH3:24])[CH:21]=[CH:20][CH:19]=[CH:18][CH:17]=1.[C:16]1([CH2:15][CH2:22][CH:23]([OH:25])[CH3:24])[CH:21]=[CH:20][CH:19]=[CH:18][CH:17]=1 |f:0.1|. Reported procedure: RuClCp* (cod) (3.8 mg, 0.01 mmol), KOH (0.04 mmol), 2,2′-bipyridyl (3.1 mg, 0.02 mmol) and benzalacetone (730.95 mg, 5.0 mmol) were dissolved into 10 ml of 2-propanol, and deaerated by argon substitution, after which the total amount of the resulting mixture was transferred into a 100-milliliter metallic autoclave. Hydrogen was then charged to a predetermined pressure (50 atm), and the reaction was started at room temperature (28° C.). After the reaction solution was stirred for 3 hours, the rea...